From a dataset of the Open Reaction Database (ORD), a public repository of structured organic reaction records. describe an organic reaction: reactants, conditions, products, and yield Starting materials: CC(C(C)=O)C (3-methylbutan-2-one), N1=CC=NC=C1 (pyrazine), N1=CC=NC=C1 (pyrazine), [NH2-].[Li+] (lithium amide), [Li]CCCC (nBuLi), CC1(NC(CCC1)(C)C)C (2,2,6,6-tetramethylpiperidine). Run in C1CCOC1 (THF), C1CCOC1 (THF). Conditions: temperature -78 celsius, time 10 minute. Yields the product CC([C@@](C)(O)C1=NC=CN=C1)C ((R)-(+)-3-methyl-2-(pyrazin-2-yl)butan-2-ol), oil. Isolated yield 62.0%. As a reaction SMILES: CC1(C)CCCC(C)(C)N1.[Li]CCCC.[N:16]1[CH:21]=[CH:20][N:19]=[CH:18][CH:17]=1.[NH2-].[Li+].[CH3:24][CH:25]([CH3:29])[C:26](=[O:28])[CH3:27]>C1COCC1>[CH3:24][CH:25]([CH3:29])[C@:26]([C:17]1[CH:18]=[N:19][CH:20]=[CH:21][N:16]=1)([OH:28])[CH3:27] |f:3.4|. Reported procedure: A solution of 2,2,6,6-tetramethylpiperidine (282.2 g, 337.2 mL, 1.998 mol) in dry THF (1.400 L) was cooled to −35° C. under nitrogen. nBuLi (2.5M in hexanes) (799.2 mL of 2.5 M, 1.998 mol) was added over 30 minutes, keeping the internal temperature between −25 and −35° C. The mixture was allowed to warm to 0° (+/−1°) and stirred for 10 minutes. The mixture was then cooled to −78° C. and held at this temperature for 20 minutes. A solution of pyrazine (80 g, 998.9 mmol) in dry THF (200.0 mL) was t... Reactants: O=C([O-])Cc1ccccc1Br, O=C([O-])[O-], CN(C)CC(=O)O, CCOC(C)=O, Cl[Cu], Cl, [Cs+], [Cs+], C1COCCO1, Oc1ccc(Cl)cc1. Product: O=C(O)Cc1ccccc1Oc1ccc(Cl)cc1. RXN SMILES: [Br:1][c:2]1[c:3]([CH2:8][C:9](=[O:10])[O-:11])[cH:4][cH:5][cH:6][cH:7]1.[C:20](=[O:21])([O-:22])[O-:23].[CH3:26][N:27]([CH2:28][C:29](=[O:30])[OH:31])[CH3:32].[CH3:42][CH2:43][O:44][C:45]([CH3:46])=[O:47].[Cl:40][Cu:41].[ClH:33].[Cs+:24].[Cs+:25].[O:34]1[CH2:35][CH2:36][O:37][CH2:38][CH2:39]1.[OH:12][c:13]1[cH:14][cH:15][c:16]([Cl:17])[cH:18][cH:19]1>>[c:2]1([O:12][c:13]2[cH:14][cH:15][c:16]([Cl:17])[cH:18][cH:19]2)[c:3]([CH2:8][C:9](=[O:10])[OH:11])[cH:4][cH:5][cH:6][cH:7]1. Starting materials: COCCOC, COc1ccccc1B(O)O, Clc1cc(Cl)ncn1, [Na+], O=C([O-])O, O, Cl[Pd]Cl, c1ccc(P(c2ccccc2)c2ccccc2)cc1, c1ccc(P(c2ccccc2)c2ccccc2)cc1. Yields the product COc1ccccc1-c1cc(Cl)ncn1. RXN SMILES: [CH2:20]([CH2:21][O:22][CH3:23])[O:24][CH3:25].[CH3:9][O:10][c:11]1[c:12]([B:17]([OH:18])[OH:19])[cH:13][cH:14][cH:15][cH:16]1.[Cl:1][c:2]1[n:3][cH:4][n:5][c:6]([Cl:8])[cH:7]1.[Na+:30].[O-:26][C:27]([OH:28])=[O:29].[OH2:72].[Pd:31]([Cl:32])[Cl:33].[c:34]1([P:35]([c:36]2[cH:37][cH:38][cH:39][cH:40][cH:41]2)[c:42]2[cH:43][cH:44][cH:45][cH:46][cH:47]2)[cH:48][cH:49][cH:50][cH:51][cH:52]1.[c:53]1([P:54]([c:55]2[cH:56][cH:57][cH:58][cH:59][cH:60]2)[c:61]2[cH:62][cH:63][cH:64][cH:65][cH:66]2)[cH:67][cH:68][cH:69][cH:70][cH:71]1>>[Cl:1][c:2]1[n:3][cH:4][n:5][c:6](-[c:12]2[c:11]([O:10][CH3:9])[cH:16][cH:15][cH:14][cH:13]2)[cH:7]1.